Dataset: the Open Reaction Database (ORD), a public repository of structured organic reaction records. Task: describe an organic reaction: reactants, conditions, products, and yield The reactants are CCOC(=O)C(Cc1cnc(Nc2ccccc2)nc1Nc1ccccc1)c1cccnc1, CC(=O)O, CCOC(C)=O, O=S(=O)(O)O. The product is O=C1C(c2cccnc2)Cc2cnc(Nc3ccccc3)nc2N1c1ccccc1. Reaction SMILES: [CH2:1]([O:3][C:4](=[O:2])[CH:5]([CH2:6][c:7]1[c:8]([NH:20][c:21]2[cH:22][cH:23][cH:24][cH:25][cH:26]2)[n:9][c:10]([NH:13][c:14]2[cH:15][cH:16][cH:17][cH:18][cH:19]2)[n:11][cH:12]1)[c:27]1[cH:28][n:29][cH:30][cH:31][cH:32]1)[CH3:33].[CH3:39][C:40](=[O:41])[OH:42].[CH3:43][CH2:44][O:45][C:46](=[O:47])[CH3:48].[S:34](=[O:35])(=[O:36])([OH:37])[OH:38]>>[O:3]=[C:4]1[CH:5]([c:27]2[cH:28][n:29][cH:30][cH:31][cH:32]2)[CH2:6][c:7]2[c:8]([n:9][c:10]([NH:13][c:14]3[cH:15][cH:16][cH:17][cH:18][cH:19]3)[n:11][cH:12]2)[N:20]1[c:21]1[cH:22][cH:23][cH:24][cH:25][cH:26]1. Starting materials: NC1=CC=C(OC2CCN(CC2)C(=O)OC(C)(C)C)C=C1 (tert-butyl 4-(4-aminophenoxy)piperidine-1-carboxylate), C(C(C)C)N1N=CC(=C1)C1=CC(=CS1)C(=O)O (5-(1-isobutyl-1H-pyrazol-4-yl)thiophene-3-carboxylic acid), C(C1=CC=CC=C1)OC(=O)N1CC(C1)C(=O)O (1-(benzyloxycarbonyl)azetidine-3-carboxylic acid). The product is C(C(C)C)N1N=CC(=C1)C1=CC(=CS1)C(=O)N[C@H]1CN(CC1)C(=O)OC(C)(C)C ((R)-tert-butyl 3-(5-(1-isobutyl-1H-pyrazol-4-yl)thiophene-3-carboxamido)pyrrolidine-1-carboxylate). Reaction SMILES: NC1C=CC(O[CH:7]2[CH2:12][CH2:11][N:10]([C:13]([O:15][C:16]([CH3:19])([CH3:18])[CH3:17])=[O:14])[CH2:9]C2)=CC=1.[CH2:22]([N:26]1[CH:30]=[C:29]([C:31]2[S:35][CH:34]=[C:33]([C:36]([OH:38])=O)[CH:32]=2)[CH:28]=[N:27]1)[CH:23]([CH3:25])[CH3:24].C(OC([N:49]1CC(C(O)=O)C1)=O)C1C=CC=CC=1>>[CH2:22]([N:26]1[CH:30]=[C:29]([C:31]2[S:35][CH:34]=[C:33]([C:36]([NH:49][C@@H:7]3[CH2:12][CH2:11][N:10]([C:13]([O:15][C:16]([CH3:17])([CH3:18])[CH3:19])=[O:14])[CH2:9]3)=[O:38])[CH:32]=2)[CH:28]=[N:27]1)[CH:23]([CH3:25])[CH3:24]. Reported procedure: The title compound was prepared as described in Example 1A, substituting (R)-tert-butyl 3-aminopyrrolidine-1-carboxylate for tert-butyl 4-(4-aminophenoxy)piperidine-1-carboxylate and 5-(1-isobutyl-1H-pyrazol-4-yl)thiophene-3-carboxylic acid for 1-(benzyloxycarbonyl)azetidine-3-carboxylic acid. The reactants are [Al+3].[Cl-].[Cl-].[Cl-] (AlCl3), O (H2O), COC1=CC(=CC=C1)OC (m-dimethoxybenzene), FC1=C(C(=O)Cl)C=CC=C1 (o-fluorobenzoyl chloride), [Al+3].[Cl-].[Cl-].[Cl-] (AlCl3). Solvent: C1(=CC=CC=C1)C (toluene), ClC(C)Cl (dichloroethane). Conditions: temperature 60 celsius. Yields the product OC1=C(C(=O)C2=C(C=CC=C2)F)C=CC(=C1)O (2,4-dihydroxy-2'-fluorobenzophenone). As a reaction SMILES: C[O:2][C:3]1[CH:8]=[CH:7][CH:6]=[C:5]([O:9]C)[CH:4]=1.[F:11][C:12]1[CH:20]=[CH:19][CH:18]=[CH:17][C:13]=1[C:14](Cl)=[O:15].[Al+3].[Cl-].[Cl-].[Cl-].O>ClC(Cl)C.C1(C)C=CC=CC=1>[OH:9][C:5]1[CH:4]=[C:3]([OH:2])[CH:8]=[CH:7][C:6]=1[C:14]([C:13]1[CH:17]=[CH:18][CH:19]=[CH:20][C:12]=1[F:11])=[O:15] |f:2.3.4.5|. Procedure: m-dimethoxybenzene (27.6 g) and o-fluorobenzoyl chloride (31.7 g) are dissolved in 200 ml of dichloroethane and AlCl3 (28.0 g) is added portionwise. After two hours an additional 56 g of AlCl3 is added and the reaction mixture warmed at 60° C. for 1.5 hours. It is then poured into H2O and extracted with ethylacetate. Drying and evaporation gives a crystalline compound. Trituration with toluene gives 2,4-dihydroxy-2'-fluorobenzophenone, mp 109°-111° C. Starting materials: [Al+3], CC(C)=O, [Cl-], [Cl-], [Cl-], COc1ccc(SC(C(=O)O)c2ccccc2)c(Cl)c1Cl, O=S(Cl)Cl, S=C=S. The product is COc1cc2c(c(Cl)c1Cl)SC(c1ccccc1)C2=O. Reaction SMILES: [Al+3:27].[CH3:30][C:31](=[O:32])[CH3:33].[Cl-:26].[Cl-:28].[Cl-:29].[Cl:1][c:2]1[c:3]([S:11][CH:12]([C:13](=[O:14])[OH:15])[c:16]2[cH:17][cH:18][cH:19][cH:20][cH:21]2)[cH:4][cH:5][c:6]([O:9][CH3:10])[c:7]1[Cl:8].[S:22]([Cl:23])([Cl:24])=[O:25].[S:34]=[C:35]=[S:36]>>[Cl:1][c:2]1[c:3]2[c:4]([cH:5][c:6]([O:9][CH3:10])[c:7]1[Cl:8])[C:13](=[O:15])[CH:12]([c:16]1[cH:17][cH:18][cH:19][cH:20][cH:21]1)[S:11]2. The reactants are C(C)(C)(C)OC(NCCN)=O (N-(2-aminoethyl)carbamic acid tert-butyl ester), C=1C=CC2=C(C1)N=NN2O (HOBt), C(C1=CC=CC=C1)N1CCC(CC1)NC(C)C=1C=C(C=CC1)C=1C(=CC=CC1)C(=O)NCCNC(=O)OC(C)(C)C (3′-[1-{N-(1-benzylpiperidin-4-yl)amino}ethyl]-N-{2-(tert-butoxycarbonylamino)ethyl}[1,1′-biphenyl]-2-carboxamide), CCN=C=NCCCN(C)C (WSC), CN(C)C=O (DMF). Run in C(C)N(CC)CC (triethylamine), C([O-])(O)=O.[Na+] (sodium bicarbonate). Conditions: time 18 hour. Product: C(C1=CC=CC=C1)N1CCC(CC1)N(C(CC1=CC2=CC=CC=C2C=C1)=O)C(C)C=1C=C(C=CC1)C=1C(=CC=CC1)C(=O)NCCNC(=O)OC(C)(C)C (3′-[1-{N-(1-benzylpiperidin-4-yl)-N-(2-naphthylacetyl)amino}ethyl]-N-{2-(tert-butoxycarbonylamino)ethyl}[1,1′-biphenyl]-2-carboxamide). RXN SMILES: [CH2:1]([N:8]1[CH2:13][CH2:12][CH:11]([NH:14][CH:15]([C:17]2[CH:18]=[C:19]([C:23]3[C:24]([C:29]([NH:31][CH2:32][CH2:33][NH:34][C:35]([O:37][C:38]([CH3:41])([CH3:40])[CH3:39])=[O:36])=[O:30])=[CH:25][CH:26]=[CH:27][CH:28]=3)[CH:20]=[CH:21][CH:22]=2)[CH3:16])[CH2:10][CH2:9]1)[C:2]1[CH:7]=[CH:6][CH:5]=[CH:4][CH:3]=1.[C:42](OC(=O)NCCN)([CH3:45])([CH3:44])[CH3:43].[CH:53]1[CH:54]=[CH:55][C:56]2N(O)N=N[C:57]=2[CH:58]=1.[CH3:63]CN=C=NCCCN(C)C.CN([CH:77]=[O:78])C>C(=O)(O)[O-].[Na+].C(N(CC)CC)C>[CH2:1]([N:8]1[CH2:13][CH2:12][CH:11]([N:14]([CH:15]([C:17]2[CH:18]=[C:19]([C:23]3[C:24]([C:29]([NH:31][CH2:32][CH2:33][NH:34][C:35]([O:37][C:38]([CH3:40])([CH3:39])[CH3:41])=[O:36])=[O:30])=[CH:25][CH:26]=[CH:27][CH:28]=3)[CH:20]=[CH:21][CH:22]=2)[CH3:16])[C:77](=[O:78])[CH2:45][C:42]2[CH:43]=[CH:63][C:57]3[C:58](=[CH:53][CH:54]=[CH:55][CH:56]=3)[CH:44]=2)[CH2:10][CH2:9]1)[C:2]1[CH:7]=[CH:6][CH:5]=[CH:4][CH:3]=1 |f:5.6|. Procedure details: To a solution of the compound obtained in Reference Example 3 (1.20 g) in DMF (40 ml) were added N-(2-aminoethyl)carbamic acid tert-butyl ester (310 mg), HOBt (262 mg) and triethylamine (196 mg). WSC (372 mg) was further added to this mixture under ice-cooling, and the mixture was stirred for 18 hours at room temperature. The obtained reaction mixture was diluted with saturated sodium bicarbonate solution (200 ml), and extracted with ethyl acetate (100 ml) twice. The extracted solutions were com... The reactants are CC(C)(C)OC(=O)C(Cc1ccccc1)n1cccc(NC(=O)OCc2ccccc2)c1=O, CO, CCOC(C)=O. The product is CC(C)(C)OC(=O)C(Cc1ccccc1)n1cccc(N)c1=O. Reaction SMILES: [C:1]([CH3:2])([CH3:3])([CH3:4])[O:5][C:6]([CH:7]([CH2:8][c:9]1[cH:10][cH:11][cH:12][cH:13][cH:14]1)[n:15]1[c:16](=[O:32])[c:17]([NH:21][C:22]([O:23][CH2:24][c:25]2[cH:26][cH:27][cH:28][cH:29][cH:30]2)=[O:31])[cH:18][cH:19][cH:20]1)=[O:33].[CH3:34][OH:35].[CH3:36][CH2:37][O:38][C:39]([CH3:40])=[O:41]>>[C:1]([CH3:2])([CH3:3])([CH3:4])[O:5][C:6]([CH:7]([CH2:8][c:9]1[cH:10][cH:11][cH:12][cH:13][cH:14]1)[n:15]1[c:16](=[O:32])[c:17]([NH2:21])[cH:18][cH:19][cH:20]1)=[O:33]. Starting materials: C(C)(C)(C)OC(C(CNC(=O)C=1N=C(C2=CC(=CC=C2C1O)CC1=CC=CC=C1)C#N)(C)C)=O (3-[(7-Benzyl-1-cyano-4-hydroxy-isoquinoline-3-carbonyl)-amino]-2,2-dimethyl-propionic acid tert-butyl ester). The solvent is FC(C(=O)O)(F)F (trifluoroacetic acid), ClCCl (dichloromethane). Run at time 80 minute. Product: C(C1=CC=CC=C1)C1=CC=C2C(=C(N=C(C2=C1)C#N)C(=O)NCC(C(=O)O)(C)C)O (3-[(7-Benzyl-1-cyano-4-hydroxy-isoquinoline-3-carbonyl)-amino]-2,2-dimethyl-propionic acid). Yield: 64.4%. RXN SMILES: C([O:5][C:6](=[O:34])[C:7]([CH3:33])([CH3:32])[CH2:8][NH:9][C:10]([C:12]1[N:13]=[C:14]([C:30]#[N:31])[C:15]2[C:20]([C:21]=1[OH:22])=[CH:19][CH:18]=[C:17]([CH2:23][C:24]1[CH:29]=[CH:28][CH:27]=[CH:26][CH:25]=1)[CH:16]=2)=[O:11])(C)(C)C>FC(F)(F)C(O)=O.ClCCl>[CH2:23]([C:17]1[CH:16]=[C:15]2[C:20]([C:21]([OH:22])=[C:12]([C:10]([NH:9][CH2:8][C:7]([CH3:32])([CH3:33])[C:6]([OH:34])=[O:5])=[O:11])[N:13]=[C:14]2[C:30]#[N:31])=[CH:19][CH:18]=1)[C:24]1[CH:25]=[CH:26][CH:27]=[CH:28][CH:29]=1. Reported procedure: A mixture of 3-[(7-Benzyl-1-cyano-4-hydroxy-isoquinoline-3-carbonyl)-amino]-2,2-dimethyl-propionic acid tert-butyl ester (22 mg, 0.05 mmole) in a mixture of trifluoroacetic acid (3 ml) and dichloromethane (1 ml) was stirred room temperature for 80 minutes before it was concentrated to give the title compound as a white solid (13 mg). LC-MS ESI−: 402 (M−1)−. Starting materials: C(C1=CC=CC=C1)N1CCC(CC1)NCCC1=C(C(=CC=C1)F)[N+](=O)[O-] ((1-benzyl-piperidin-4-yl)-[2-(3-fluoro-2-nitro-phenyl)-ethyl]-amine), rhodium charcoal. Run in CO (MeOH). Yields the product NC1=C(C=CC=C1F)CCNC1CCN(CC1)CC1=CC=CC=C1 ([2-(2-amino-3-fluoro-phenyl)-ethyl]-(1-benzyl-piperidin-4-yl)-amine). As a reaction SMILES: [CH2:1]([N:8]1[CH2:13][CH2:12][CH:11]([NH:14][CH2:15][CH2:16][C:17]2[CH:22]=[CH:21][CH:20]=[C:19]([F:23])[C:18]=2[N+:24]([O-])=O)[CH2:10][CH2:9]1)[C:2]1[CH:7]=[CH:6][CH:5]=[CH:4][CH:3]=1>CO>[NH2:24][C:18]1[C:19]([F:23])=[CH:20][CH:21]=[CH:22][C:17]=1[CH2:16][CH2:15][NH:14][CH:11]1[CH2:12][CH2:13][N:8]([CH2:1][C:2]2[CH:3]=[CH:4][CH:5]=[CH:6][CH:7]=2)[CH2:9][CH2:10]1. Reported procedure: 14.4 g (40.3 mmol) (1-benzyl-piperidin-4-yl)-[2-(3-fluoro-2-nitro-phenyl)-ethyl]-amine in 100 mL MeOH were stirred with 2.00 g rhodium charcoal (10%) and shaken at RT under a hydrogen atmosphere (3 bar). The catalyst was filtered off and the solvent was eliminated i. vac. The residue was further reacted immediately as the crude product.